From a dataset of the Open Reaction Database (ORD), a public repository of structured organic reaction records. describe an organic reaction: reactants, conditions, products, and yield Starting materials: C1(=CC=CC=C1)C(CCC#N)(CC=O)C1=CC=CC=C1 (4,4-diphenyl-5-formylpentanonitrile), C(=O)(OC)C=P(C1=CC=CC=C1)(C1=CC=CC=C1)C1=CC=CC=C1 ((carbomethoxymethylene)triphenyl phosphorane), C1(=CC=CC=C1)C (toluene). Yields the product C(#N)CCC(CC=CC(=O)OC)(C1=CC=CC=C1)C1=CC=CC=C1 (Methyl 7-cyano-5.5-diphenyl-hept-2-enoate). The yield is 69.0%. As a reaction SMILES: [C:1]1([C:7]([C:15]2[CH:20]=[CH:19][CH:18]=[CH:17][CH:16]=2)([CH2:12]C=O)[CH2:8][CH2:9][C:10]#[N:11])[CH:6]=[CH:5][CH:4]=[CH:3][CH:2]=1.[C:21]([CH:25]=P(C1C=CC=CC=1)(C1C=CC=CC=1)C1C=CC=CC=1)([O:23][CH3:24])=[O:22].[C:45]1(C)C=CC=CC=1>>[C:10]([CH2:9][CH2:8][C:7]([C:15]1[CH:20]=[CH:19][CH:18]=[CH:17][CH:16]=1)([C:1]1[CH:6]=[CH:5][CH:4]=[CH:3][CH:2]=1)[CH2:12][CH:45]=[CH:25][C:21]([O:23][CH3:24])=[O:22])#[N:11]. Reported procedure: A mixture of 4,4-diphenyl-5-formylpentanonitrile (1.87 g, 7.1 mmol) and (carbomethoxymethylene)triphenyl phosphorane (2.85 g. 8.5 mmol) in toluene (50 mL) was heated under reflux for three days. The reaction mixture was concentrated in vacuo and the residue was purified by silica gel column chromatography to give the desired product as a colorless oil (1.56 g 69%): MS showed (M+H)+ c 320: 1H-NMR (CDCl3, δ): 1.97-2.0(m. 2H), 2.44-2.51 (m. 2H), 3.00 (dd, 2H, J=1.4, 7.4 Hz), 3.68 (s, 3H), 5.82 (dt,... Starting materials: ClC=1C=C(C=CC1Cl)C1(CCC1)C#N (1-(3,4-dichlorophenyl)-1-cyclobutane carbonitrile), [OH-].[Na+] (sodium hydroxide). Reagents/catalysts: [Pd] (palladium on charcoal). The solvent is industrial methylated spirit, O (water), OO (hydrogen peroxide). Reaction conditions: temperature 50 celsius. The product is ClC=1C=C(C=CC1Cl)C1(CCC1)C(=O)N (1-(3,4-dichlorophenyl)-1-cyclobutane-carboxamide). Reaction SMILES: [Cl:1][C:2]1[CH:3]=[C:4]([C:9]2([C:13]#[N:14])[CH2:12][CH2:11][CH2:10]2)[CH:5]=[CH:6][C:7]=1[Cl:8].[OH-:15].[Na+]>O.OO.[Pd]>[Cl:1][C:2]1[CH:3]=[C:4]([C:9]2([C:13]([NH2:14])=[O:15])[CH2:12][CH2:11][CH2:10]2)[CH:5]=[CH:6][C:7]=1[Cl:8] |f:1.2|. Reported procedure: A solution of 1-(3,4-dichlorophenyl)-1-cyclobutane carbonitrile (70 g) prepared in a similar manner to that described in Example 1 in industrial methylated spirit (200 ml) was mixed with a solution of sodium hydroxide (3.7 g) in water (5 ml) and 30% hydrogen peroxide solution added dropwise. The mixture was heated at 50° C. for one hour and then stirred with 10% palladium on charcoal (0.5 g) for one hour. The mixture was filtered and evaporated to dryness to give 1-(3,4-dichlorophenyl)-1-cyclobu... The reactants are FC1=C(C=CC(=C1)N(S(=O)(=O)C1=C(C=CC=C1)[N+](=O)[O-])CC=1C=C(C=CC1)C1=C(C=C(C=C1C)OCC1(CCSCC1)O)C)CCC(=O)OCC (ethyl 3-(2-fluoro-4-{({4′-[(4-hydroxytetrahydro-2H-thiopyran-4-yl)methoxy]-2′,6′-dimethylbiphenyl-3-yl}methyl) [(2-nitrophenyl)sulfonyl]amino}phenyl)propanoate), ClC1=CC(=CC=C1)C(=O)OO (m-chloroperbenzoic acid). Solvent: C(C)(=O)OCC (ethyl acetate). Reaction conditions: temperature 0 celsius. Yields the product FC1=C(C=CC(=C1)N(S(=O)(=O)C1=C(C=CC=C1)[N+](=O)[O-])CC=1C=C(C=CC1)C1=C(C=C(C=C1C)OCC1(CCS(CC1)=O)O)C)CCC(=O)OCC (ethyl 3-(2-fluoro-4-{({4′-[(4-hydroxy-1-oxidotetrahydro-2H-thiopyran-4-yl)methoxy]-2′,6′-dimethylbiphenyl-3-yl}methyl)[(2-nitrophenyl)sulfonyl]amino}phenyl)propanoate). Isolated yield 96.1%. Reaction SMILES: [F:1][C:2]1[CH:7]=[C:6]([N:8]([CH2:21][C:22]2[CH:23]=[C:24]([C:28]3[C:33]([CH3:34])=[CH:32][C:31]([O:35][CH2:36][C:37]4([OH:43])[CH2:42][CH2:41][S:40][CH2:39][CH2:38]4)=[CH:30][C:29]=3[CH3:44])[CH:25]=[CH:26][CH:27]=2)[S:9]([C:12]2[CH:17]=[CH:16][CH:15]=[CH:14][C:13]=2[N+:18]([O-:20])=[O:19])(=[O:11])=[O:10])[CH:5]=[CH:4][C:3]=1[CH2:45][CH2:46][C:47]([O:49][CH2:50][CH3:51])=[O:48].ClC1C=CC=C(C(OO)=[O:60])C=1>C(OCC)(=O)C>[F:1][C:2]1[CH:7]=[C:6]([N:8]([CH2:21][C:22]2[CH:23]=[C:24]([C:28]3[C:33]([CH3:34])=[CH:32][C:31]([O:35][CH2:36][C:37]4([OH:43])[CH2:42][CH2:41][S:40](=[O:60])[CH2:39][CH2:38]4)=[CH:30][C:29]=3[CH3:44])[CH:25]=[CH:26][CH:27]=2)[S:9]([C:12]2[CH:17]=[CH:16][CH:15]=[CH:14][C:13]=2[N+:18]([O-:20])=[O:19])(=[O:10])=[O:11])[CH:5]=[CH:4][C:3]=1[CH2:45][CH2:46][C:47]([O:49][CH2:50][CH3:51])=[O:48]. Procedure: To a solution of ethyl 3-(2-fluoro-4-{({4′-[(4-hydroxytetrahydro-2H-thiopyran-4-yl)methoxy]-2′,6′-dimethylbiphenyl-3-yl}methyl) [(2-nitrophenyl)sulfonyl]amino}phenyl)propanoate (2.24 g, 3.04 mmol) in ethyl acetate (15 mL) was added m-chloroperbenzoic acid (70%, 0.46 g, 1.88 mmol) under stirring at 0° C., and the mixture was stirred at room temperature for 3 days. The reaction mixture was washed with 1 M aqueous sodium hydroxide solution and saturated brine, dried over anhydrous magnesium sulfate... Reactants: CC1(OC2=C(C(=C1)C1=CC=NC=C1)C(=CC(=C2)C(C)CCCC2=CC=C(C=C2)F)O)C (2,2-Dimethyl-5-Hydroxy-7 -[5-(4-Fluorophenyl)-2-Pentyl]-4-(4-Pyridyl)-2H-1-Benzopyran), C(C)O (ethanol), C(C)O (ethanol). The reagents and catalysts are [Pd] (Pd/C). The solvent is CCOCC (ether). Yields the product CC1(OC2=C(C(C1)C1=CC=NC=C1)C(=CC(=C2)C(C)CCCC2=CC=C(C=C2)F)O)C (3,4-Dihydro-2,2-Dimethyl-5-Hydroxy-7-[5-(4-Fluorophenyl)-2-Pentyl]-4-(4-Pyridyl)-2H-1-Benzopyran). As a reaction SMILES: [CH3:1][C:2]1([CH3:31])[CH:7]=[C:6]([C:8]2[CH:13]=[CH:12][N:11]=[CH:10][CH:9]=2)[C:5]2[C:14]([OH:30])=[CH:15][C:16]([CH:18]([CH2:20][CH2:21][CH2:22][C:23]3[CH:28]=[CH:27][C:26]([F:29])=[CH:25][CH:24]=3)[CH3:19])=[CH:17][C:4]=2[O:3]1.C(O)C>CCOCC.[Pd]>[CH3:31][C:2]1([CH3:1])[CH2:7][CH:6]([C:8]2[CH:9]=[CH:10][N:11]=[CH:12][CH:13]=2)[C:5]2[C:14]([OH:30])=[CH:15][C:16]([CH:18]([CH2:20][CH2:21][CH2:22][C:23]3[CH:24]=[CH:25][C:26]([F:29])=[CH:27][CH:28]=3)[CH3:19])=[CH:17][C:4]=2[O:3]1. Procedure: 3.0 g. (0.0072 mole) of the compound of Example 3 was hydrogenated in 100 ml. of ethanol at 3 atmospheres employing 0.7 g. of 5% Pd/C. After the reaction was completed the ethanol was stripped off, the obtained white glass dissolved in ether and a white solid isolated which, after recrystallization from acetonitrile, gave a m.p. of 162°-164° C. The structure was confirmed by NMR. Yield: 54.8%. Reactants: OC=1C(=NN(C1C1=CC(=CC=C1)C(F)(F)F)C)C(C)=NNC(=O)C1=CC=C(C(=O)OC)C=C1 (methyl 4-{[2-(1-{4-hydroxy-1-methyl-5-[3-(trifluoromethyl)phenyl]-1H-pyrazol-3-yl}ethylidene)hydrazino]carbonyl}benzoate), CO (methanol), Cl (hydrochloric acid), [OH-].[Na+] (sodium hydroxide). Procedure: To methyl 4-{[2-(1-{4-hydroxy-1-methyl-5-[3-(trifluoromethyl)phenyl]-1H-pyrazol-3-yl}ethylidene)hydrazino]carbonyl}benzoate (0.072 mmol, 33.1 mg), methanol (2 mL) was added, and 1 M aqueous sodium hydroxide (5 eq., 0.360 mL) was added at room temperature. After 30 minutes of stirring at room temperature and 1.5 hours of stirring at 60° C., the reactor was cooled to 0° C., and 1 M hydrochloric acid (5 eq., 0.360 mL) and water were added. The precipitated solid was recovered by filtration, washed ... Run in O (water). Run at time 1.5 hour. Yields the product OC=1C(=NN(C1C1=CC(=CC=C1)C(F)(F)F)C)C(C)=NNC(=O)C1=CC=C(C(=O)O)C=C1 (4-{[2-(1-{4-hydroxy-1-methyl-5-[3-(trifluoromethyl)phenyl]-1H-pyrazol-3-yl}ethylidene)hydrazino]carbonyl}benzoic acid). RXN SMILES: [OH:1][C:2]1[C:3]([C:18](=[N:20][NH:21][C:22]([C:24]2[CH:33]=[CH:32][C:27]([C:28]([O:30]C)=[O:29])=[CH:26][CH:25]=2)=[O:23])[CH3:19])=[N:4][N:5]([CH3:17])[C:6]=1[C:7]1[CH:12]=[CH:11][CH:10]=[C:9]([C:13]([F:16])([F:15])[F:14])[CH:8]=1.CO.[OH-].[Na+].Cl>O>[OH:1][C:2]1[C:3]([C:18](=[N:20][NH:21][C:22]([C:24]2[CH:25]=[CH:26][C:27]([C:28]([OH:30])=[O:29])=[CH:32][CH:33]=2)=[O:23])[CH3:19])=[N:4][N:5]([CH3:17])[C:6]=1[C:7]1[CH:12]=[CH:11][CH:10]=[C:9]([C:13]([F:14])([F:15])[F:16])[CH:8]=1 |f:2.3|. Starting materials: [Br-], O=CCc1c[nH]c2c(F)ccc(Br)c12, C1CCOC1, C[Mg+]. The product is CC(O)Cc1c[nH]c2c(F)ccc(Br)c12. Reaction SMILES: [Br-:15].[Br:1][c:2]1[c:3]2[c:4]([CH2:12][CH:13]=[O:14])[cH:5][nH:6][c:7]2[c:8]([F:11])[cH:9][cH:10]1.[CH2:18]1[O:19][CH2:20][CH2:21][CH2:22]1.[CH3:16][Mg+:17]>>[Br:1][c:2]1[c:3]2[c:4]([CH2:12][CH:13]([OH:14])[CH3:16])[cH:5][nH:6][c:7]2[c:8]([F:11])[cH:9][cH:10]1.